This data is from the Open Reaction Database (ORD), a public repository of structured organic reaction records. The task is: describe an organic reaction: reactants, conditions, products, and yield The reactants are C(C)(=O)NC1=C2C=C(N(C2=CC=C1)CC(=O)OCC)C ((4-Acetylamino-2-methyl-1H-indol-1-yl)-acetic acid, ethyl ester), [OH-].[Na+] (sodium hydroxide), Cl (hydrochloric acid). The solvent is C(C)O (ethanol). Run at temperature 50 celsius. Yields the product C(C)(=O)NC1=C2C=C(N(C2=CC=C1)CC(=O)O)C ((4-acetylamino-2-methyl-1H-indol-1-yl)acetic acid). RXN SMILES: [C:1]([NH:4][C:5]1[CH:13]=[CH:12][CH:11]=[C:10]2[C:6]=1[CH:7]=[C:8]([CH3:20])[N:9]2[CH2:14][C:15]([O:17]CC)=[O:16])(=[O:3])[CH3:2].[OH-].[Na+].Cl>C(O)C>[C:1]([NH:4][C:5]1[CH:13]=[CH:12][CH:11]=[C:10]2[C:6]=1[CH:7]=[C:8]([CH3:20])[N:9]2[CH2:14][C:15]([OH:17])=[O:16])(=[O:3])[CH3:2] |f:1.2|. Procedure: (4-Acetylamino-2-methyl-1H-indol-1-yl)-acetic acid, ethyl ester (2.0 g, 7.3 mmol) was slurried in ethanol (10 ml) at ambient temperature. Aqueous sodium hydroxide (1 M, 10 ml, 10 mmol) was added and the mixture heated to 50° C. The solution obtained at was then allowed to cool back to ambient temperature and aqueous hydrochloric acid (1 M, 11 ml, 11 mmol) added. The resulting solid was collected by filtration, washed with water (2×10 ml) then dried in a vacuum oven at 45° C. overnight to provide... Starting materials: NC1=NC=2C=CC=CC2C2=C1N=CN2CC(O)(C)C (4-amino-α,α,-dimethyl-1H-imidazo[4,5-c]quinoline-1-ethanol). The reagents and catalysts are [Pt](=O)=O (Platinum (IV) oxide). The solvent is FC(C(=O)O)(F)F (trifluoroacetic acid). Product: NC1=NC=2CCCCC2C2=C1N=CN2CC(O)(C)C (4-Amino-α,α,-dimethyl-6,7,8,9-tetrahydro-1H-imidazo[4,5-c]quinoline-1-ethanol). Reaction SMILES: [NH2:1][C:2]1[C:11]2[N:12]=[CH:13][N:14]([CH2:15][C:16]([CH3:19])([CH3:18])[OH:17])[C:10]=2[C:9]2[CH:8]=[CH:7][CH:6]=[CH:5][C:4]=2[N:3]=1>FC(F)(F)C(O)=O.[Pt](=O)=O>[NH2:1][C:2]1[C:11]2[N:12]=[CH:13][N:14]([CH2:15][C:16]([CH3:19])([CH3:18])[OH:17])[C:10]=2[C:9]2[CH2:8][CH2:7][CH2:6][CH2:5][C:4]=2[N:3]=1. Procedure details: Platinum (IV) oxide (0.3g) was added to a suspension of 4-amino-α,α,-dimethyl-1H-imidazo[4,5-c]quinoline-1-ethanol (0.5 g, 1.95 mmole, U.S. Pat. No. 4,689,338 Example 189) in trifluoroacetic acid (15 mL). The mixture was hydrogenated at 50 psi (3.44×105Pa) overnight. The reaction mixture was filtered to remove the catalyst then concentrated under vacuum. The residue was diluted with water then combined with aqueous sodium bicarbonate. The resulting precipitate was isolated by filtration. The nuc... Reactants: Cc1nc(-c2cn3c(n2)-c2ccc(Br)cc2OCC3)n(C(C)C)n1, O=C([O-])[O-], C1CCOC1, [Cs+], [Cs+], O, c1ccc(P(c2ccccc2)(c2ccccc2)[Pd](P(c2ccccc2)(c2ccccc2)c2ccccc2)(P(c2ccccc2)(c2ccccc2)c2ccccc2)P(c2ccccc2)(c2ccccc2)c2ccccc2)cc1. Product: C=Cc1ccc2c(c1)OCCn1cc(-c3nc(C)nn3C(C)C)nc1-2. RXN SMILES: [Br:1][c:2]1[cH:3][c:4]2[c:5]([cH:23][cH:24]1)-[c:6]1[n:7]([cH:11][c:12](-[c:14]3[n:15][c:16]([CH3:22])[n:17][n:18]3[CH:19]([CH3:20])[CH3:21])[n:13]1)[CH2:8][CH2:9][O:10]2.[C:25](=[O:26])([O-:27])[O-:28].[CH2:31]1[CH2:32][CH2:35][CH2:34][O:33]1.[Cs+:29].[Cs+:30].[OH2:36].[cH:37]1[cH:38][cH:39][c:40]([P:41]([Pd:42]([P:43]([c:44]2[cH:45][cH:46][cH:47][cH:48][cH:49]2)([c:50]2[cH:51][cH:52][cH:53][cH:54][cH:55]2)[c:56]2[cH:57][cH:58][cH:59][cH:60][cH:61]2)([P:62]([c:63]2[cH:64][cH:65][cH:66][cH:67][cH:68]2)([c:69]2[cH:70][cH:71][cH:72][cH:73][cH:74]2)[c:75]2[cH:76][cH:77][cH:78][cH:79][cH:80]2)[P:81]([c:82]2[cH:83][cH:84][cH:85][cH:86][cH:87]2)([c:88]2[cH:89][cH:90][cH:91][cH:92][cH:93]2)[c:94]2[cH:95][cH:96][cH:97][cH:98][cH:99]2)([c:100]2[cH:101][cH:102][cH:103][cH:104][cH:105]2)[c:106]2[cH:107][cH:108][cH:109][cH:110][cH:111]2)[cH:112][cH:113]1>>[c:2]1([CH:31]=[CH2:32])[cH:3][c:4]2[c:5]([cH:23][cH:24]1)-[c:6]1[n:7]([cH:11][c:12](-[c:14]3[n:15][c:16]([CH3:22])[n:17][n:18]3[CH:19]([CH3:20])[CH3:21])[n:13]1)[CH2:8][CH2:9][O:10]2. Starting materials: O=C1OCCC1C(C)=NC1=NNC=C1C#N (3-{[1-(tetrahydro-2-oxo-3-furyl)ethylidene]amino}-4-cyanopyrazole), O (water). Solvent: C(C)N(CC)CC (triethylamine). Reaction conditions: temperature 50 celsius. Product: C(#N)C=1C=NN2C1NC(=C(C2=O)CCO)C (3-cyano-6-(2-hydroxyethyl)-5-methylpyrazolo[1,5-a]pyrimidine-7(4H)-one). The yield is 90.0%. RXN SMILES: [O:1]=[C:2]1[CH:6]([C:7](=[N:9][C:10]2[C:14]([C:15]#[N:16])=[CH:13][NH:12][N:11]=2)[CH3:8])[CH2:5][CH2:4][O:3]1.O>C(N(CC)CC)C>[C:15]([C:14]1[CH:13]=[N:12][N:11]2[C:2](=[O:1])[C:6]([CH2:5][CH2:4][OH:3])=[C:7]([CH3:8])[NH:9][C:10]=12)#[N:16]. Reported procedure: (i-1) 15 g of Compound (IV) [R2 =H, R3 =CN], 35 ml of water, and 9.7 ml of triethylamine were mixed and stirred at 50° C. in a warm bath to obtain a brown solution. After heating for about 5 hours, the reacted solution was allowed to stand at room temperature over night. Precipitations of brown crystals was confirmed. The solution was acidified by adding acetic acid. Deposited crystals were collected and recrystallized in dimethylformamide to obtain 13.5 g of 3-cyano-6-(2-hydroxyethyl)-5-methylp... The reactants are C(C1=CC=CC=C1)OC([C@@H](C(C)C)N(S(=O)(=O)C1=CC=C(C=C1)OC)CC=1C=C2C=CN(C2=CC1)C(=O)OC(C)(C)C)=O (2(R)-[(N-tert-butoxycarbonylindol-5-ylmethyl)-(4-methoxybenzene-sulfonyl)amino]-3-methylbutyric acid benzyl ester), FC(C(=O)O)(F)F (trifluoroacetic acid). The solvent is C(Cl)Cl (methylene chloride). The product is C(C1=CC=CC=C1)OC([C@@H](C(C)C)N(S(=O)(=O)C1=CC=C(C=C1)OC)CC=1C=C2C=CNC2=CC1)=O (2(R)-[(1H-indol-5-yl-methyl)-(4-methoxybenzenesulfonyl)amino]-3-methylbutyric acid benzyl ester). Yield: 75.4%. As a reaction SMILES: [CH2:1]([O:8][C:9](=[O:43])[C@H:10]([N:14]([CH2:26][C:27]1[CH:28]=[C:29]2[C:33](=[CH:34][CH:35]=1)[N:32](C(OC(C)(C)C)=O)[CH:31]=[CH:30]2)[S:15]([C:18]1[CH:23]=[CH:22][C:21]([O:24][CH3:25])=[CH:20][CH:19]=1)(=[O:17])=[O:16])[CH:11]([CH3:13])[CH3:12])[C:2]1[CH:7]=[CH:6][CH:5]=[CH:4][CH:3]=1.FC(F)(F)C(O)=O>C(Cl)Cl>[CH2:1]([O:8][C:9](=[O:43])[C@H:10]([N:14]([CH2:26][C:27]1[CH:28]=[C:29]2[C:33](=[CH:34][CH:35]=1)[NH:32][CH:31]=[CH:30]2)[S:15]([C:18]1[CH:23]=[CH:22][C:21]([O:24][CH3:25])=[CH:20][CH:19]=1)(=[O:17])=[O:16])[CH:11]([CH3:13])[CH3:12])[C:2]1[CH:7]=[CH:6][CH:5]=[CH:4][CH:3]=1. Reported procedure: A solution of 2(R)-[(N-tert-butoxycarbonylindol-5-ylmethyl)-(4-methoxybenzene-sulfonyl)amino]-3-methylbutyric acid benzyl ester (2.7 g. 4.45 mmol) and trifluoroacetic acid (5 mL) in methylene chloride (15 mL) was stirred for 2 h at room temperature. The organics were removed under vacuum and the residue was dissolved in ethyl acetate (80 mL) and the ethyl acetate layer was washed with 5% sodium bicarbonate and brine. The organic layer was dried over magnesium sulfate and concentrated to give a w...